From a dataset of the Open Reaction Database (ORD), a public repository of structured organic reaction records. describe an organic reaction: reactants, conditions, products, and yield Yields the product C=C(OCCCC)c1cc(N2CCOCC2)cn2c(=O)c(Cc3ccccc3)c(C(=O)OC)nc12. The reactants are COC(=O)c1nc2c(I)cc(N3CCOCC3)cn2c(=O)c1Cc1ccccc1, C=COCCCC, N#N, CC(=O)[O-], CC(=O)[O-], CN(C)C=O, O, [Pd+2], c1ccc(P(CCCP(c2ccccc2)c2ccccc2)c2ccccc2)cc1. Reaction SMILES: [CH3:1][O:2][C:3](=[O:4])[c:5]1[n:6][c:7]2[n:8]([c:9](=[O:18])[c:10]1[CH2:11][c:12]1[cH:13][cH:14][cH:15][cH:16][cH:17]1)[cH:19][c:20]([N:24]1[CH2:25][CH2:26][O:27][CH2:28][CH2:29]1)[cH:21][c:22]2[I:23].[CH:30](=[CH2:31])[O:32][CH2:33][CH2:34][CH2:35][CH3:36].[N:66]#[N:67].[O-:74][C:75]([CH3:76])=[O:77].[O-:78][C:79]([CH3:80])=[O:81].[O:68]=[CH:69][N:70]([CH3:71])[CH3:72].[OH2:82].[Pd+2:73].[c:37]1([P:38]([c:39]2[cH:40][cH:41][cH:42][cH:43][cH:44]2)[CH2:45][CH2:46][CH2:47][P:48]([c:49]2[cH:50][cH:51][cH:52][cH:53][cH:54]2)[c:55]2[cH:56][cH:57][cH:58][cH:59][cH:60]2)[cH:61][cH:62][cH:63][cH:64][cH:65]1>>[CH3:1][O:2][C:3](=[O:4])[c:5]1[n:6][c:7]2[n:8]([c:9](=[O:18])[c:10]1[CH2:11][c:12]1[cH:13][cH:14][cH:15][cH:16][cH:17]1)[cH:19][c:20]([N:24]1[CH2:25][CH2:26][O:27][CH2:28][CH2:29]1)[cH:21][c:22]2[C:30](=[CH2:31])[O:32][CH2:33][CH2:34][CH2:35][CH3:36]. Reactants: ClC=1C=NC(=C(C(=O)O)C1)N1CC(CC1)OC1=CC(=CC=C1)C(F)(F)F (5-chloro-2-(3-(3-(trifluoromethyl)phenoxy)pyrrolidin-1-yl)nicotinic acid), Cl.N[C@@H](C)C1=CC=C(C(=O)OC)C=C1 ((S)-methyl 4-(1-aminoethyl)benzoate hydrochloride). The product is ClC=1C=NC(=C(C(=O)N[C@@H](C)C2=CC=C(C(=O)OC)C=C2)C1)N1CC(CC1)OC1=CC(=CC=C1)C(F)(F)F (methyl 4-((1S)-1-(5-chloro-2-(3-(3-(trifluoromethyl)phenoxy)pyrrolidin-1-yl)nicotinamido)ethyl)benzoate). The yield is 38.3%. RXN SMILES: [Cl:1][C:2]1[CH:3]=[N:4][C:5]([N:11]2[CH2:15][CH2:14][CH:13]([O:16][C:17]3[CH:22]=[CH:21][CH:20]=[C:19]([C:23]([F:26])([F:25])[F:24])[CH:18]=3)[CH2:12]2)=[C:6]([CH:10]=1)[C:7](O)=[O:8].Cl.[NH2:28][C@H:29]([C:31]1[CH:40]=[CH:39][C:34]([C:35]([O:37][CH3:38])=[O:36])=[CH:33][CH:32]=1)[CH3:30]>>[Cl:1][C:2]1[CH:3]=[N:4][C:5]([N:11]2[CH2:15][CH2:14][CH:13]([O:16][C:17]3[CH:22]=[CH:21][CH:20]=[C:19]([C:23]([F:24])([F:26])[F:25])[CH:18]=3)[CH2:12]2)=[C:6]([CH:10]=1)[C:7]([NH:28][C@H:29]([C:31]1[CH:40]=[CH:39][C:34]([C:35]([O:37][CH3:38])=[O:36])=[CH:33][CH:32]=1)[CH3:30])=[O:8] |f:1.2|. Procedure: The title compound (D192) (64 mg) was prepared according to the experimental procedure described in Description 146 starting from 5-chloro-2-(3-(3-(trifluoromethyl)phenoxy)pyrrolidin-1-yl)nicotinic acid (D137) (120 mg, 0.305 mmol) and (S)-methyl 4-(1-aminoethyl)benzoate (D3) (65.7 mg, 0.305 mmol) The reactants are O=S(=O)(Nc1ncc(Br)nc1Br)c1cccc(Cl)c1Cl, OCc1cncnc1. Product: O=S(=O)(Nc1ncc(Br)nc1OCc1cncnc1)c1cccc(Cl)c1Cl. Reaction SMILES: [Cl:9][c:10]1[c:11]([S:17](=[O:18])(=[O:19])[NH:20][c:21]2[n:22][cH:23][c:24]([Br:28])[n:25][c:26]2[Br:27])[cH:12][cH:13][cH:14][c:15]1[Cl:16].[n:1]1[cH:2][n:3][cH:4][c:5]([CH2:7][OH:8])[cH:6]1>>[n:1]1[cH:2][n:3][cH:4][c:5]([CH2:7][O:8][c:26]2[c:21]([NH:20][S:17]([c:11]3[c:10]([Cl:9])[c:15]([Cl:16])[cH:14][cH:13][cH:12]3)(=[O:18])=[O:19])[n:22][cH:23][c:24]([Br:28])[n:25]2)[cH:6]1. Reactants: ClCC=1N=C2N(C(C1)=O)C=C(S2)C(=O)OC (7-chloromethyl-5-oxo-5H-thiazolo[3,2-a]pyrimidine-2-carboxylic acid, methyl ester), C(C)(=O)[O-].[K+] (potassium acetate). Solvent: CN(C=O)C (dimethylformamide). Conditions: time 20 hour. Product: C(C)(=O)OCC=1N=C2N(C(C1)=O)C=C(S2)C(=O)OC (7-acetoxymethyl-5-oxo-5H-thiazolo[3,2-a]pyrimidine-2-carboxylic acid, methyl ester). The yield is 90.9%. As a reaction SMILES: Cl[CH2:2][C:3]1[N:4]=[C:5]2[S:12][C:11]([C:13]([O:15][CH3:16])=[O:14])=[CH:10][N:6]2[C:7](=[O:9])[CH:8]=1.[C:17]([O-:20])(=[O:19])[CH3:18].[K+]>CN(C)C=O>[C:17]([O:20][CH2:2][C:3]1[N:4]=[C:5]2[S:12][C:11]([C:13]([O:15][CH3:16])=[O:14])=[CH:10][N:6]2[C:7](=[O:9])[CH:8]=1)(=[O:19])[CH3:18] |f:1.2|. Reported procedure: 7-chloromethyl-5-oxo-5H-thiazolo[3,2-a]pyrimidine-2-carboxylic acid, methyl ester (12.8 g), prepared according to Example 7, was dissolved in dimethylformamide and reacted with anhydrous potassium acetate (10 g) under stirring at room temperature for 20 hours. After dilution with ice water the precipitate was filtered and washed with water to give 7-acetoxymethyl-5-oxo-5H-thiazolo[3,2-a]pyrimidine-2-carboxylic acid, methyl ester (12.7 g) which was hydrolysed by treatment with 37% HCl (20 ml) in ... Reactants: ClC(=O)OC (methyl chloroformate), [N+](=O)([O-])C=1C=C(C=CC1)CC(C)N (1-(3'-nitro-phenyl)-2-amino-propane), C([O-])([O-])=O.[K+].[K+] (potassium carbonate). The solvent is ice water, C(C)#N (acetonitrile). Run at time 2 hour. Yields the product [N+](=O)([O-])C=1C=C(C=CC1)CC(C)NC(=O)OC (1-(3'-nitro-phenyl)-2-(methoxycarbonyl-amino)-propane). RXN SMILES: Cl[C:2]([O:4][CH3:5])=[O:3].[N+:6]([C:9]1[CH:10]=[C:11]([CH2:15][CH:16]([NH2:18])[CH3:17])[CH:12]=[CH:13][CH:14]=1)([O-:8])=[O:7].C(=O)([O-])[O-].[K+].[K+]>C(#N)C>[N+:6]([C:9]1[CH:10]=[C:11]([CH2:15][CH:16]([NH:18][C:2]([O:4][CH3:5])=[O:3])[CH3:17])[CH:12]=[CH:13][CH:14]=1)([O-:8])=[O:7] |f:2.3.4|. Procedure: 5.33 ml of methyl chloroformate were added dropwise to a mixture consisting of 12.6 gm of 1-(3'-nitro-phenyl)-2-amino-propane, 9.8 gm of potassium carbonate and 100 ml of acetonitrile, whereby the temperature of the mixture rose to 45° C, and the resulting mixture was boiled for 2 hours. Thereafter, the reaction mixture was diluted with ice water, and the crystals precipitated thereby were collected by suction filtration, washed with water and dried, yielding 11 gm of 1-(3'-nitro-phenyl)-2-(meth... The reactants are OC(=O)C(F)(F)F.CC1=NC(=CC=C1N1C(N(C(C1)C(=O)O)C)=O)C (1-(2,6-dimethyl-3-pyridinyl)-3-methyl-2-oxo-4-imidazolidinecarboxylic acid TFA salt), C(C)N1CCOCC1 (N-ethylmorpholine), O.ON1N=NC2=C1C=CC=C2 (1-hydroxybenzotriazole hydrate), Cl.C(C)N=C=NCCCN(C)C (1-ethyl-3-(3-dimethylaminopropyl)carbodiimide hydrochloride), ClC1=C(C=CC=C1C(F)(F)F)CN ({[2-chloro-3-(trifluoromethyl)phenyl]methyl}amine). Solvent: ClCCl (dichloromethane), ClCCl (dichloromethane). Reaction conditions: time 10 minute. Yields the product ClC1=C(C=CC=C1C(F)(F)F)CNC(=O)C1N(C(N(C1)C=1C(=NC(=CC1)C)C)=O)C (N-{[2-chloro-3-(trifluoromethyl)phenyl]methyl}-1-(2,6-dimethyl-3-pyridinyl)-3-methyl-2-oxo-4-imidazolidinecarboxamide). Isolated yield 47.2%. RXN SMILES: OC(C(F)(F)F)=O.[CH3:8][C:9]1[C:14]([N:15]2[CH2:19][CH:18]([C:20]([OH:22])=O)[N:17]([CH3:23])[C:16]2=[O:24])=[CH:13][CH:12]=[C:11]([CH3:25])[N:10]=1.C(N1CCOCC1)C.O.ON1C2C=CC=CC=2N=N1.Cl.C(N=C=NCCCN(C)C)C.[Cl:57][C:58]1[C:63]([C:64]([F:67])([F:66])[F:65])=[CH:62][CH:61]=[CH:60][C:59]=1[CH2:68][NH2:69]>ClCCl>[Cl:57][C:58]1[C:63]([C:64]([F:66])([F:67])[F:65])=[CH:62][CH:61]=[CH:60][C:59]=1[CH2:68][NH:69][C:20]([CH:18]1[CH2:19][N:15]([C:14]2[C:9]([CH3:8])=[N:10][C:11]([CH3:25])=[CH:12][CH:13]=2)[C:16](=[O:24])[N:17]1[CH3:23])=[O:22] |f:0.1,3.4,5.6|. Procedure: A mixture of crude 1-(2,6-dimethyl-3-pyridinyl)-3-methyl-2-oxo-4-imidazolidinecarboxylic acid TFA salt (10 ml of 0.05M solution in DCM, 0.5 mmol), N-ethylmorpholine (0.383 ml, 3.00 mmol), 1-hydroxybenzotriazole hydrate (92 mg, 0.600 mmol) and 1-ethyl-3-(3-dimethylaminopropyl)carbodiimide hydrochloride (115 mg, 0.600 mmol) was stirred at room temperature for 10 minutes. A solution of {[2-chloro-3-(trifluoromethyl)phenyl]methyl}amine (105 mg, 0.5 mmol) in dichloromethane (1 ml) was added and the r... Starting materials: NN1C(C(=C(C2=CC=CC=C12)O)C1=NS(C2=C(N1)C=CC(=C2)OCC2=CC=CC=C2)(=O)=O)=O (1-amino-3-[7-(benzyloxy)-1,1-dioxido-4H-1,2,4-benzothiadiazin-3-yl]-4-hydroxyquinolin-2(1H)-one), C1(CC1)C=O (cyclopropane carboxaldehyde). Run in CN(C(C)=O)C (N,N-dimethylacetamide). Run at temperature 165 celsius. Product: C(C1=CC=CC=C1)OC1=CC2=C(NC(=NS2(=O)=O)C=2C(N(C3=CC=CC=C3C2O)N=CC2CC2)=O)C=C1 (3-[7-(benzyloxy)-1,1-dioxido-4H-1,2,4-benzothiadiazin-3-yl]-1-{[cyclopropylmethylene]amino}-4-hydroxyquinolin-2(1H)-one). The yield is 84.3%. RXN SMILES: [NH2:1][N:2]1[C:11]2[C:6](=[CH:7][CH:8]=[CH:9][CH:10]=2)[C:5]([OH:12])=[C:4]([C:13]2[NH:18][C:17]3[CH:19]=[CH:20][C:21]([O:23][CH2:24][C:25]4[CH:30]=[CH:29][CH:28]=[CH:27][CH:26]=4)=[CH:22][C:16]=3[S:15](=[O:32])(=[O:31])[N:14]=2)[C:3]1=[O:33].[CH:34]1([CH:37]=O)[CH2:36][CH2:35]1>CN(C)C(=O)C>[CH2:24]([O:23][C:21]1[CH:20]=[CH:19][C:17]2[NH:18][C:13]([C:4]3[C:3](=[O:33])[N:2]([N:1]=[CH:37][CH:34]4[CH2:36][CH2:35]4)[C:11]4[C:6]([C:5]=3[OH:12])=[CH:7][CH:8]=[CH:9][CH:10]=4)=[N:14][S:15](=[O:32])(=[O:31])[C:16]=2[CH:22]=1)[C:25]1[CH:26]=[CH:27][CH:28]=[CH:29][CH:30]=1. Procedure: The product of Example 304F (0.800 g, 1.73 mmol) and cyclopropane carboxaldehyde (1.60 mL, 20.76 mmol) in N,N-dimethylacetamide (2 mL) were reacted at 120° C. for 60 minutes in a microwave reactor in a sealed tube. The reaction was concentrated under a stream of nitrogen warmed through a manifold heated to 165° C. The resulting residue was triturated with diethyl ether and filtered to give the title compound (0.750 g, 84%).